This data is from the Open Reaction Database (ORD), a public repository of structured organic reaction records. The task is: describe an organic reaction: reactants, conditions, products, and yield The reactants are [Cl-], Clc1ccncc1, Cl, NN, [Na+], [Na+], [OH-], O. The product is Cl, Cl, NNc1ccncc1. Reaction SMILES: [Cl-:13].[Cl:2][c:3]1[cH:4][cH:5][n:6][cH:7][cH:8]1.[ClH:1].[NH2:10][NH2:11].[Na+:12].[Na+:15].[OH-:14].[OH2:9]>>[ClH:1].[ClH:2].[c:3]1([NH:10][NH2:11])[cH:4][cH:5][n:6][cH:7][cH:8]1. Starting materials: ClC1=CC(=NC=2N1N=C(C2CC2=C(C(=CC=C2)C(F)(F)F)C)C)N2CCOCC2 (7-chloro-2-methyl-3-{{2-methyl-3-(trifluoromethyl)phenyl}methyl}-5-(4-morpholinyl)pyrazolo[1,5-a]pyrimidine), N (ammonia). Run in CO (methanol), CO (CH3OH). Reaction conditions: temperature 0 celsius. Product: CC1=NN2C(N=C(C=C2N)N2CCOCC2)=C1CC1=C(C(=CC=C1)C(F)(F)F)C (2-methyl-3-(2-methyl-3-(trifluoromethyl)benzyl)-5-morpholinopyrazolo[1,5-a]pyrimidin-7-amine). Reaction SMILES: Cl[C:2]1[N:7]2[N:8]=[C:9]([CH3:23])[C:10]([CH2:11][C:12]3[CH:17]=[CH:16][CH:15]=[C:14]([C:18]([F:21])([F:20])[F:19])[C:13]=3[CH3:22])=[C:6]2[N:5]=[C:4]([N:24]2[CH2:29][CH2:28][O:27][CH2:26][CH2:25]2)[CH:3]=1.[NH3:30]>CO>[CH3:23][C:9]1[C:10]([CH2:11][C:12]2[CH:17]=[CH:16][CH:15]=[C:14]([C:18]([F:21])([F:20])[F:19])[C:13]=2[CH3:22])=[C:6]2[N:5]=[C:4]([N:24]3[CH2:29][CH2:28][O:27][CH2:26][CH2:25]3)[CH:3]=[C:2]([NH2:30])[N:7]2[N:8]=1. Procedure: To a suspension of 7-chloro-2-methyl-3-{{2-methyl-3-(trifluoromethyl)phenyl}methyl}-5-(4-morpholinyl)pyrazolo[1,5-a]pyrimidine (70 mg, 0.16 mmol) in methanol (2 mL) stirred under nitrogen at 0° C. was added a 2 M ammonia solution of in CH3OH (0.82 mL, 1.64 mmol) dropwise. The reaction mixture was stirred at 135° C. for 3 hours. Reaction mixture was concentrated to dryness. Crude product was purified by reverse-phase HPLC to provide titled compound. (16 mg, 24%); LC/MS: MS (ES+) m/e 406 (MH+); 1H... Reactants: NC1=C(C=O)C=C(C=N1)Br (2-amino-5-bromonicotinaldehyde), O (H2O), C(#N)C=1C=C(C=CC1)B(O)O (3-cyanophenylboronic acid), C(=O)([O-])[O-].[K+].[K+] (K2CO3). Reagents/catalysts: Cl[Pd]([P](C1=CC=CC=C1)(C2=CC=CC=C2)C3=CC=CC=C3)([P](C4=CC=CC=C4)(C5=CC=CC=C5)C6=CC=CC=C6)Cl (dichlorobis(triphenylphosphine)palladium(II)). Solvent: CC#N (CH3CN). Product: NC1=C(C=C(C=N1)C=1C=C(C#N)C=CC1)C=O (3-(6-amino-5-formylpyridin-3-yl)benzonitrile). Yield: 41.2%. As a reaction SMILES: [NH2:1][C:2]1[N:9]=[CH:8][C:7](Br)=[CH:6][C:3]=1[CH:4]=[O:5].[C:11]([C:13]1[CH:14]=[C:15](B(O)O)[CH:16]=[CH:17][CH:18]=1)#[N:12].C([O-])([O-])=O.[K+].[K+].O>CC#N.Cl[Pd](Cl)([P](C1C=CC=CC=1)(C1C=CC=CC=1)C1C=CC=CC=1)[P](C1C=CC=CC=1)(C1C=CC=CC=1)C1C=CC=CC=1>[NH2:1][C:2]1[N:9]=[CH:8][C:7]([C:17]2[CH:18]=[C:13]([CH:14]=[CH:15][CH:16]=2)[C:11]#[N:12])=[CH:6][C:3]=1[CH:4]=[O:5] |f:2.3.4,^1:34,53|. Procedure: 2-amino-5-bromonicotinaldehyde (0.1 g, 0.5 mmol), 3-cyanophenylboronic acid (0.146 g, 1.0 mmol), dichlorobis(triphenylphosphine)palladium(II) (0.017 g, 0.02 mmol), and K2CO3 (0.14 g, 1.0 mmol) were combined in 3 mL of 4:1 CH3CN:H2O and heated to 150° C. for 5 minutes in the SmithSynthesizer™ microwave instrument. Upon cooling, the reaction mixture was chromatographed on silica gel eluting with hexanes/ethyl acetate (0% EtOAc to 100% EtOAc over 10 minutes) to afford 3-(6-amino-5-formylpyridin-3-y... The reactants are ClC1=CNC2=CC(=CC=C12)C(=O)NC(COCC1CCNCC1)C1CCCC1 (3-chloro-N-[1-cyclopentyl-2-(piperidin-4-ylmethoxy)ethyl]-1H-indole-6-carboxamide), CC(=O)C (acetone). Yields the product ClC1=CNC2=CC(=CC=C12)C(=O)NC(COCC1CCN(CC1)C(C)C)C1CCCC1 (3-Chloro-N-[1-cyclopentyl-2-(1-isopropylpiperidin-4-yl-methoxy)ethyl]-1H-indole-6-carboxamide). RXN SMILES: [Cl:1][C:2]1[C:10]2[C:5](=[CH:6][C:7]([C:11]([NH:13][CH:14]([CH:24]3[CH2:28][CH2:27][CH2:26][CH2:25]3)[CH2:15][O:16][CH2:17][CH:18]3[CH2:23][CH2:22][NH:21][CH2:20][CH2:19]3)=[O:12])=[CH:8][CH:9]=2)[NH:4][CH:3]=1.[CH3:29][C:30]([CH3:32])=O>>[Cl:1][C:2]1[C:10]2[C:5](=[CH:6][C:7]([C:11]([NH:13][CH:14]([CH:24]3[CH2:28][CH2:27][CH2:26][CH2:25]3)[CH2:15][O:16][CH2:17][CH:18]3[CH2:23][CH2:22][N:21]([CH:30]([CH3:32])[CH3:29])[CH2:20][CH2:19]3)=[O:12])=[CH:8][CH:9]=2)[NH:4][CH:3]=1. Procedure details: Using alkylation method A, 3-chloro-N-[1-cyclopentyl-2-(piperidin-4-ylmethoxy)ethyl]-1H-indole-6-carboxamide (140 mg, 0.35 mmol) and acetone (0.25 mL, 3.5 mmol) afforded, after SCX purification, 67 g (44%) of the title compound.